From a dataset of the Open Reaction Database (ORD), a public repository of structured organic reaction records. describe an organic reaction: reactants, conditions, products, and yield Procedure details: A suspension of 4 g (19.49 mmol) of methyl 6-methoxy-2-indolecarboxylate in 60 ml of 28% aqueous ammonia is heated at 50° C. for 14 h in an autoclave. After filtration of the mixture over sintered glass, the white solid obtained is washed with water and dried, and is then added to a hot mixture of ethyl acetate/cyclohexane (100 ml/10 ml). The medium is cooled in a water/ice bath and filtered over sintered glass, to give 1.05 g of 6-methoxy-1H-indole-2-carboxamide in the form of a white solid. Run at temperature 50 celsius. Reactants: COC1=CC=C2C=C(NC2=C1)C(=O)OC (methyl 6-methoxy-2-indolecarboxylate), N (ammonia). Product: COC1=CC=C2C=C(NC2=C1)C(=O)N (6-methoxy-1H-indole-2-carboxamide). RXN SMILES: [CH3:1][O:2][C:3]1[CH:11]=[C:10]2[C:6]([CH:7]=[C:8]([C:12]([O:14]C)=O)[NH:9]2)=[CH:5][CH:4]=1.[NH3:16]>>[CH3:1][O:2][C:3]1[CH:11]=[C:10]2[C:6]([CH:7]=[C:8]([C:12]([NH2:16])=[O:14])[NH:9]2)=[CH:5][CH:4]=1. Starting materials: Cc1cccc(C)c1C(=O)O, Cc1ccc(CN)cc1. The reagents and catalysts are CCN=C=NCCCN(C)C.Cl (EDC-HCl), CCN(CC)CC (TEA), C1=CC=C2C(=C1)N=NN2O (HOBt). The solvent is CN(C)C=O (DMF), CN(C)C=O (DMF), CN(C)C=O (DMF), CN(C)C=O (DMF), CN(C)C=O (DMF), CN(C)C=O (DMF). Run at temperature 25 celsius, time 2 hour. Product: Cc1ccc(CNC(=O)c2c(C)cccc2C)cc1. The yield is 86.5%. As a reaction SMILES: Cc1ccc(CN)cc1.Cc1cccc(C)c1C(=O)O.CCN=C=NCCCN(C)C.Cl.C1=CC=C2C(=C1)N=NN2O.CCN(CC)CC.CN(C)C=O>>Cc1ccc(CNC(=O)c2c(C)cccc2C)cc1. The reactants are C1(CCCCC1)[C@H](C(NC=1C=C2C=3C(=C(NC3C1)C1=CC=CC=C1)C=NNC2=O)=O)NC(OC(C)(C)C)=O (tert-Butyl (1R)-1-cyclohexyl-2-oxo-2-[(6-oxo-2-phenyl-5,6-dihydro-1H-[1,2]diazepino[4,5,6-cd]indol-8-yl)amino]ethylcarbamate), Cl (HCl). Solvent: O1CCOCC1 (dioxane). The product is N[C@@H](C(=O)NC=1C=C2C=3C(=C(NC3C1)C1=CC=CC=C1)C=NNC2=O)C2CCCCC2 ((2R)-2-Amino-2-cyclohexyl-N-(6-oxo-2-phenyl-5,6-dihydro-1H-[1,2]diazepino[4,5,6-cd]indol-8-yl)-acetamide). Yield: 87.8%. Reaction SMILES: [CH:1]1([C@@H:7]([NH:31]C(=O)OC(C)(C)C)[C:8](=[O:30])[NH:9][C:10]2[CH:11]=[C:12]3[C:28](=[O:29])[NH:27][N:26]=[CH:25][C:14]4=[C:15]([C:19]5[CH:24]=[CH:23][CH:22]=[CH:21][CH:20]=5)[NH:16][C:17]([CH:18]=2)=[C:13]34)[CH2:6][CH2:5][CH2:4][CH2:3][CH2:2]1.Cl>O1CCOCC1>[NH2:31][C@H:7]([CH:1]1[CH2:6][CH2:5][CH2:4][CH2:3][CH2:2]1)[C:8]([NH:9][C:10]1[CH:11]=[C:12]2[C:28](=[O:29])[NH:27][N:26]=[CH:25][C:14]3=[C:15]([C:19]4[CH:24]=[CH:23][CH:22]=[CH:21][CH:20]=4)[NH:16][C:17]([CH:18]=1)=[C:13]23)=[O:30]. Procedure: The title compound of Example 59 (210 mg, 0.41 mmol) was treated with 4M HCl in dioxane and allowed to stir tightly capped as a slurry for about 4 hours after which the volatile components were evaporated and diethyl ether was added and evaporated several times. The resulting solids were dissolved in methanol, precipitated with diethyl ether, and collected to afford the title compound (161 mg, 0.36 mmol) as a yellow powder in 87% yield. The reactants are Cc1cccc(C)c1N, O=C(C(F)(F)F)C(F)(F)F, O, O, O, Cc1ccc(S(=O)(=O)O)cc1. The product is Cc1cc(C(O)(C(F)(F)F)C(F)(F)F)cc(C)c1N. Reaction SMILES: [CH3:14][c:15]1[cH:16][cH:17][cH:18][c:19]([CH3:20])[c:21]1[NH2:22].[F:4][C:5]([C:6](=[O:7])[C:8]([F:9])([F:10])[F:11])([F:12])[F:13].[OH2:1].[OH2:2].[OH2:3].[c:23]1([CH3:24])[cH:25][cH:26][c:27]([S:28]([OH:29])(=[O:30])=[O:31])[cH:32][cH:33]1>>[F:4][C:5]([C:6]([OH:7])([C:8]([F:9])([F:10])[F:11])[c:17]1[cH:16][c:15]([CH3:14])[c:21]([NH2:22])[c:19]([CH3:20])[cH:18]1)([F:12])[F:13]. Starting materials: CC=1SC(=C(N1)C(F)(F)F)C(=O)OCC (ethyl 2-methyl-4-trifluoromethylthiazole-5-carboxylate), [OH-].[K+] (potassium hydroxide). The solvent is O (water), C(C)O (ethanol). Reaction conditions: time 8 hour. Yields the product CC=1SC(=C(N1)C(F)(F)F)C(=O)O (2-methyl-4-trifluoromethylthiazole-5-carboxylic acid). The yield is 77.6%. Reaction SMILES: [CH3:1][C:2]1[S:3][C:4]([C:11]([O:13]CC)=[O:12])=[C:5]([C:7]([F:10])([F:9])[F:8])[N:6]=1.[OH-].[K+]>O.C(O)C>[CH3:1][C:2]1[S:3][C:4]([C:11]([OH:13])=[O:12])=[C:5]([C:7]([F:8])([F:9])[F:10])[N:6]=1 |f:1.2|. Procedure details: 1.3 g of ethyl 2-methyl-4-trifluoromethylthiazole-5-carboxylate and 0.4 g of potassium hydroxide were dissolved in a mixture of 5 ml each of water and ethanol and reaction was effected at room temperature overnight. After the reaction, the reaction mixture was concentrated and acidified with dilute hydrochloric acid and extracted with ethyl acetate. The extract was concentrated to obtain 0.89 g of 2-methyl-4-trifluoromethylthiazole-5-carboxylic acid. Starting materials: Cl.N1CCC2(CC1)C=CC1=CC=CC=C12 (spiro[indene-1,4'-piperidine]hydrochloride). The reagents and catalysts are [Pd] (palladium on carbon). The solvent is C(C)O (ethanol). Reaction conditions: time 1 hour. Product: Cl.N1CCC2(CC1)CCC1=CC=CC=C12 (spiro[indane-1,4'-piperidine]hydrochloride). Yield: 42.3%. Reaction SMILES: [ClH:1].[NH:2]1[CH2:7][CH2:6][C:5]2([C:15]3[C:10](=[CH:11][CH:12]=[CH:13][CH:14]=3)[CH:9]=[CH:8]2)[CH2:4][CH2:3]1>C(O)C.[Pd]>[ClH:1].[NH:2]1[CH2:7][CH2:6][C:5]2([C:15]3[C:10](=[CH:11][CH:12]=[CH:13][CH:14]=3)[CH2:9][CH2:8]2)[CH2:4][CH2:3]1 |f:0.1,4.5|. Procedure details: A solution of spiro[indene-1,4'-piperidine]hydrochloride (1.9 g, 8.6 mmol) in ethanol (50 ml) was hydrogenated at 50 p.s.i. for 1 hour, in the presence of 10% palladium on carbon (0.3 g, 16% (w/w)). The catalyst was filtered off, and the ethanol removed in vacuo. The remaining solid was recrystallised from 4:1 ethyl acetate:ethanol to give spiro[indane-1,4'-piperidine]hydrochloride (814 mg, 43%) as a white crystalline solid. N.M.R. (D2O) δ 1.79 (2H, d, J=14 Hz), 2.06 (2H, t of d, J=14 and 4 Hz),...